This data is from the Open Reaction Database (ORD), a public repository of structured organic reaction records. The task is: describe an organic reaction: reactants, conditions, products, and yield Starting materials: N#Cc1cc2c(Oc3ccc(NC(=O)Nc4ccc(F)cc4)c(F)c3)ccnc2cc1O, O=C([O-])[O-], CN(C)C=O, CN1CCCC(CCl)C1, Cl, [K+], [K+], [Na], O. The product is CN1CCCC(COc2cc3nccc(Oc4ccc(NC(=O)Nc5ccc(F)cc5)c(F)c4)c3cc2C#N)C1. As a reaction SMILES: [C:2](#[N:3])[c:4]1[cH:5][c:6]2[c:7]([O:15][c:16]3[cH:17][c:18]([F:33])[c:19]([NH:22][C:23](=[O:24])[NH:25][c:26]4[cH:27][cH:28][c:29]([F:32])[cH:30][cH:31]4)[cH:20][cH:21]3)[cH:8][cH:9][n:10][c:11]2[cH:12][c:13]1[OH:14].[C:34](=[O:35])([O-:36])[O-:37].[CH3:51][N:52]([CH3:53])[CH:54]=[O:55].[Cl:41][CH2:42][CH:43]1[CH2:44][N:45]([CH3:49])[CH2:46][CH2:47][CH2:48]1.[ClH:40].[K+:38].[K+:39].[Na:1].[OH2:50]>>[C:2](#[N:3])[c:4]1[cH:5][c:6]2[c:7]([O:15][c:16]3[cH:17][c:18]([F:33])[c:19]([NH:22][C:23](=[O:24])[NH:25][c:26]4[cH:27][cH:28][c:29]([F:32])[cH:30][cH:31]4)[cH:20][cH:21]3)[cH:8][cH:9][n:10][c:11]2[cH:12][c:13]1[O:14][CH2:42][CH:43]1[CH2:44][N:45]([CH3:49])[CH2:46][CH2:47][CH2:48]1. Starting materials: Fc1cccc(COCCBr)c1, CC#N, ClC(Cl)Cl, OC(c1ccccc1)(c1ccccc1)C12CCN(CC1)CC2. Product: [Br-], OC(c1ccccc1)(c1ccccc1)C12CC[N+](CCOCc3cccc(F)c3)(CC1)CC2. Reaction SMILES: [Br:23][CH2:24][CH2:25][O:26][CH2:27][c:28]1[cH:29][c:30]([F:34])[cH:31][cH:32][cH:33]1.[CH3:35][C:36]#[N:37].[Cl:38][CH:39]([Cl:40])[Cl:41].[N:1]12[CH2:2][CH2:3][C:4]([C:9]([OH:10])([c:11]3[cH:12][cH:13][cH:14][cH:15][cH:16]3)[c:17]3[cH:18][cH:19][cH:20][cH:21][cH:22]3)([CH2:5][CH2:6]1)[CH2:7][CH2:8]2>>[Br-:23].[N+:1]12([CH2:24][CH2:25][O:26][CH2:27][c:28]3[cH:29][c:30]([F:34])[cH:31][cH:32][cH:33]3)[CH2:2][CH2:3][C:4]([C:9]([OH:10])([c:11]3[cH:12][cH:13][cH:14][cH:15][cH:16]3)[c:17]3[cH:18][cH:19][cH:20][cH:21][cH:22]3)([CH2:5][CH2:6]1)[CH2:7][CH2:8]2. The reactants are C(C)OC(=O)C=1OC2=C(C1CCCCC)C=CC(=C2)OC (6-methoxy-3-pentyl-2-benzofurancarboxylic acid ethyl ester), [H-].COCCO[Al+]OCCOC.[Na+].[H-] (sodium bis(2-methoxyethoxy)aluminum hydride), CN1CCNCC1 (N-methypiperazine). Run in C1(=CC=CC=C1)C (toluene), C1(=CC=CC=C1)C (toluene), C1(=CC=CC=C1)C (toluene), C1(=CC=CC=C1)C (toluene). Product: COC1=CC2=C(C(=C(O2)C=O)CCCCC)C=C1 (6-methoxy-3-pentyl-2-benzofurancarboxaldehyde). Isolated yield 94.7%. As a reaction SMILES: [H-].COCCO[Al+]OCCOC.[Na+].[H-].CN1CCNCC1.C([O:24][C:25]([C:27]1[O:28][C:29]2[CH:40]=[C:39]([O:41][CH3:42])[CH:38]=[CH:37][C:30]=2[C:31]=1[CH2:32][CH2:33][CH2:34][CH2:35][CH3:36])=O)C>C1(C)C=CC=CC=1>[CH3:42][O:41][C:39]1[CH:38]=[CH:37][C:30]2[C:31]([CH2:32][CH2:33][CH2:34][CH2:35][CH3:36])=[C:27]([CH:25]=[O:24])[O:28][C:29]=2[CH:40]=1 |f:0.1.2.3|. Reported procedure: As in Example 152, sodium bis(2-methoxyethoxy)aluminum hydride in toluene (3.4M; 33.6 mL) and toluene (30 mL) pretreated with N-methypiperazine (13.5 mL) in toluene (20 mL) was reacted with 6-methoxy-3-pentyl-2-benzofurancarboxylic acid ethyl ester (6 g) in toluene (90 mL) for 30 minutes at -45° C. The previously described work up yielded 4.82 g of 6-methoxy-3-pentyl-2-benzofurancarboxaldehyde as an oil. Starting materials: Cl (Hydrochloric acid), solution, C(C)(C)(C)[SiH2]OC(C=1N=CC=2N(C1)C(=C(N2)C)C=2C(NC(C2C2=CNC1=CC=CC=C21)=O)=O)(C2=CC=CC=C2)C2=CC=CC=C2 (3-[6-(tert-butyl-diphenyl-silanyloxymethyl)-2-methyl-imidazo[1,2-a]pyrazin-3-yl]-4-(1H-indol-3-yl)-pyrrole-2,5-dione). The solvent is O1CCOCC1 (dioxane). Reaction conditions: temperature 50 celsius. The product is OCC=1N=CC=2N(C1)C(=C(N2)C)C=2C(NC(C2C2=CNC1=CC=CC=C21)=O)=O (3-(6-Hydroxymethyl-2-methyl-imidazo[1,2-a]pyrazin-3-yl)-4-(1H-indol-3-yl)-pyrrole-2,5-dione). Yield: 68.3%. RXN SMILES: Cl.C([SiH2][O:7][C:8](C1C=CC=CC=1)(C1C=CC=CC=1)[C:9]1[N:10]=[CH:11][C:12]2[N:13]([C:15]([C:19]3[C:20](=[O:34])[NH:21][C:22](=[O:33])[C:23]=3[C:24]3[C:32]4[C:27](=[CH:28][CH:29]=[CH:30][CH:31]=4)[NH:26][CH:25]=3)=[C:16]([CH3:18])[N:17]=2)[CH:14]=1)(C)(C)C>O1CCOCC1>[OH:7][CH2:8][C:9]1[N:10]=[CH:11][C:12]2[N:13]([C:15]([C:19]3[C:20](=[O:34])[NH:21][C:22](=[O:33])[C:23]=3[C:24]3[C:32]4[C:27](=[CH:28][CH:29]=[CH:30][CH:31]=4)[NH:26][CH:25]=3)=[C:16]([CH3:18])[N:17]=2)[CH:14]=1. Procedure: Hydrochloric acid (1.0 ml of a 4.0 M solution in dioxane) is added to 3-[6-(tert-butyl-diphenyl-silanyloxymethyl)-2-methyl-imidazo[1,2-a]pyrazin-3-yl]-4-(1H-indol-3-yl)-pyrrole-2,5-dione (60 mg, 0.098 mmol). The reaction mixture is heated to 50° C. for 16 hours under an atmosphere of argon. After cooling, volatiles are removed in vacuo, and the residue is purified by flash chromatography (gradient of CH2Cl2/MeOH 100:0 to 90:10) to afford the title compound (25 mg, 68%). MS (ES+): 374 (M+H)+. Starting materials: OC1=C(C=CC(=C1CCCC1=CC=CC=C1)O)C(C)=O (1-[2,4-dihydroxy-3-(3-phenylpropyl)phenyl]ethanone), CN(C=O)C (N,N-dimethylformamide), C(C1=CC=CC=C1)Br (benzyl bromide), C([O-])([O-])=O.[K+].[K+] (potassium carbonate). Run in CC(=O)C (acetone). The product is OC1=C(C=CC(=C1CCCC1=CC=CC=C1)OCC1=CC=CC=C1)C(C)=O (1-[2-Hydroxy-4-(phenylmethoxy)-3-(3-phenylpropyl)phenyl]ethanone). Reaction SMILES: [OH:1][C:2]1[C:7]([CH2:8][CH2:9][CH2:10][C:11]2[CH:16]=[CH:15][CH:14]=[CH:13][CH:12]=2)=[C:6]([OH:17])[CH:5]=[CH:4][C:3]=1[C:18](=[O:20])[CH3:19].[CH2:21](Br)[C:22]1[CH:27]=[CH:26][CH:25]=[CH:24][CH:23]=1.C(=O)([O-])[O-].[K+].[K+].CN(C)C=O>CC(C)=O>[OH:1][C:2]1[C:7]([CH2:8][CH2:9][CH2:10][C:11]2[CH:12]=[CH:13][CH:14]=[CH:15][CH:16]=2)=[C:6]([O:17][CH2:21][C:22]2[CH:27]=[CH:26][CH:25]=[CH:24][CH:23]=2)[CH:5]=[CH:4][C:3]=1[C:18](=[O:20])[CH3:19] |f:2.3.4|. Procedure: A mixture of 6.69 g (24.7 mmol) of 1-[2,4-dihydroxy-3-(3-phenylpropyl)phenyl]ethanone, from the preceding example, 5.35 g (31.3 mmol) of benzyl bromide, 14.9 g (0.108 mol) of anhydrous potassium carbonate, 115 mL of dry N,N-dimethylformamide, and 230 mL of acetone was stirred and refluxed for 8 hr. After being cooled, the slurry was filtered with suction and the solids washed well with acetone. The filtrate and washes were combined and concentrated under reduced pressure to give a yellow oil whi... The reactants are COC(/C(/C1=CC=C(C=C1)OCCOC1=CC2=CC=CC=C2C=C1)=N/N(C)C)=O ((E)-alpha-(dimethylhydrazono)-4-[2-(2-naphthalenyloxy)ethoxy]benzeneacetic acid methyl ester), [OH-].[Na+] (sodium hydroxide). The solvent is O (water), CO (methanol), O1CCCC1 (tetrahydrofuran). The product is CN(\N=C(\C(=O)O)/C1=CC=C(C=C1)OCCOC1=CC2=CC=CC=C2C=C1)C ((E)-alpha-(dimethylhydrazono)-4-[2-(2-naphthalenyloxy)ethoxy]benzeneacetic acid). Yield: 87.6%. As a reaction SMILES: C[O:2][C:3](=[O:29])/[C:4](=[N:25]/[N:26]([CH3:28])[CH3:27])/[C:5]1[CH:10]=[CH:9][C:8]([O:11][CH2:12][CH2:13][O:14][C:15]2[CH:24]=[CH:23][C:22]3[C:17](=[CH:18][CH:19]=[CH:20][CH:21]=3)[CH:16]=2)=[CH:7][CH:6]=1.[OH-].[Na+]>CO.O1CCCC1.O>[CH3:27][N:26]([CH3:28])/[N:25]=[C:4](\[C:5]1[CH:10]=[CH:9][C:8]([O:11][CH2:12][CH2:13][O:14][C:15]2[CH:24]=[CH:23][C:22]3[C:17](=[CH:18][CH:19]=[CH:20][CH:21]=3)[CH:16]=2)=[CH:7][CH:6]=1)/[C:3]([OH:29])=[O:2] |f:1.2|. Procedure: A mixture of (E)-alpha-(dimethylhydrazono)-4-[2-(2-naphthalenyloxy)ethoxy]benzeneacetic acid methyl ester (0.45 g) in warm methanol (3 mL) and tetrahydrofuran (10 mL) was treated with 1N sodium hydroxide (2 mL), heated on the steam bath for one hour, and the mixture was diluted with water and concentrated to remove the organic solvents. The residue was acidified with excess hydrochloric acid and extracted with dichloromethane containing a little tetrahydrofuran. The organic layer was washed with...